Dataset: the Open Reaction Database (ORD), a public repository of structured organic reaction records. Task: describe an organic reaction: reactants, conditions, products, and yield Reactants: C1COCCN1, CC(C)(C)[O-], Cn1ccc2ccc(I)cc21, [Na+], C1COCCOCCOCCOCCOCCO1. The product is Cn1ccc2ccc(N3CCOCC3)cc21. As a reaction SMILES: [CH2:30]1[CH2:31][O:32][CH2:33][CH2:34][NH:35]1.[CH3:36][C:37]([CH3:38])([O-:39])[CH3:40].[I:19][c:20]1[cH:21][cH:22][c:23]2[cH:24][cH:25][n:26]([CH3:29])[c:27]2[cH:28]1.[Na+:41].[O:1]1[CH2:2][CH2:3][O:4][CH2:5][CH2:6][O:7][CH2:8][CH2:9][O:10][CH2:11][CH2:12][O:13][CH2:14][CH2:15][O:16][CH2:17][CH2:18]1>>[c:20]1([N:35]2[CH2:30][CH2:31][O:32][CH2:33][CH2:34]2)[cH:21][cH:22][c:23]2[cH:24][cH:25][n:26]([CH3:29])[c:27]2[cH:28]1. Reactants: [N+](=O)([O-])C=1N(C=CN1)CC#C (2-Nitro-1-(prop-2-ynyl)-1H-imidazole), C(C)(=O)OC(CN=[N+]=[N-])COS(=O)(=O)C1=CC=C(C)C=C1 (1-Azido-3-(tosyloxy)propan-2-yl acetate). The product is C(C)(=O)OC(CN1N=NC(=C1)CN1C(=NC=C1)[N+](=O)[O-])COS(=O)(=O)C1=CC=C(C)C=C1 (1-(4-((2-Nitro-1H-imidazol-1-yl)methyl)-1H-1,2,3-triazol-1-yl)-3-(tosyloxy)propan-2-yl acetate). As a reaction SMILES: [N+:1]([C:4]1[N:5]([CH2:9][C:10]#[CH:11])[CH:6]=[CH:7][N:8]=1)([O-:3])=[O:2].[C:12]([O:15][CH:16]([CH2:21][O:22][S:23]([C:26]1[CH:32]=[CH:31][C:29]([CH3:30])=[CH:28][CH:27]=1)(=[O:25])=[O:24])[CH2:17][N:18]=[N+:19]=[N-:20])(=[O:14])[CH3:13]>>[C:12]([O:15][CH:16]([CH2:21][O:22][S:23]([C:26]1[CH:32]=[CH:31][C:29]([CH3:30])=[CH:28][CH:27]=1)(=[O:25])=[O:24])[CH2:17][N:18]1[CH:11]=[C:10]([CH2:9][N:5]2[CH:6]=[CH:7][N:8]=[C:4]2[N+:1]([O-:3])=[O:2])[N:20]=[N:19]1)(=[O:14])[CH3:13]. Procedure: 2-Nitro-1-(prop-2-ynyl)-1H-imidazole 10 (0.2 g, 1.32 mmol) is heated with 1-azido-3-(tosyloxy)propan-2-yl acetate 15 (0.41 g, 1.32 mmol) at 60° C. overnight. The residue is purified by chromatography on silica gel (MeOH/CH2Cl2, 1:10) to afford 16. The reactants are N1CCNCC1 (piperazine), COC=1C(C=CC=CC1)=O (2-methoxy-2,4,6-cycloheptatrien-1-one). Run in CO (methanol), CO (methanol). Reaction conditions: temperature 95 celsius. Product: N1(CCN(CC1)C=1C(C=CC=CC1)=O)C=1C(C=CC=CC1)=O (2,2'-(1,4-Piperazindiyl)-bis-2,4,6-cycloheptatrien-1-one). Isolated yield 32.9%. RXN SMILES: [NH:1]1[CH2:6][CH2:5][NH:4][CH2:3][CH2:2]1.CO[C:9]1[C:10](=[O:16])[CH:11]=[CH:12][CH:13]=[CH:14][CH:15]=1>CO>[N:1]1([C:11]2[C:10](=[O:16])[CH:9]=[CH:15][CH:14]=[CH:13][CH:12]=2)[CH2:6][CH2:5][N:4]([C:9]2[C:10](=[O:16])[CH:11]=[CH:12][CH:13]=[CH:14][CH:15]=2)[CH2:3][CH2:2]1. Procedure details: To a solution of piperazine (7.74 g) in methanol (10 ml) at 70° C., a solution of 2-methoxy-2,4,6-cycloheptatrien-1-one (8.16 g) in methanol (50 ml) was added drop by drop. The reaction mixture was heated at 95° C. for 5 hr, cooled and evaporated. The residue was dissolved in chloroform and water. The organic extract was separated, dried and evaporated. The residue was chromatographed on silica gel (250 g) using chloroform then 5% methanol in chloroform, increasing gradually the concentration of... Starting materials: C1(CC1)CNN1C(C(=C(C2=CC=CC=C12)O)C1=NS(C2=C(N1)C=CC(=C2[N+](=O)[O-])OCC#N)(=O)=O)=O ([(3-{1-[(cyclopropylmethyl)amino]-4-hydroxy-2-oxo-1,2-dihydroquinolin-3-yl}-8-nitro-1,1-dioxido-4H-1,2,4-benzothiadiazin-7-yl)oxy]acetonitrile), [Cl-].[NH4+] (ammonium chloride). The reagents and catalysts are [Fe] (iron). Run in CO.O1CCCC1.O (methanol tetrahydrofuran water). Run at temperature 60 celsius. Product: NC1=C(C=CC=2NC(=NS(C21)(=O)=O)C=2C(N(C1=CC=CC=C1C2O)NCC2CC2)=O)OCC#N ([(8-amino-3-{1-[(cyclopropylmethyl)amino]-4-hydroxy-2-oxo-1,2-dihydroquinolin-3-yl}-1,1-dioxido-4H-1,2,4-benzothiadiazin-7-yl)oxy]acetonitrile). The yield is 41.6%. Reaction SMILES: [CH:1]1([CH2:4][NH:5][N:6]2[C:15]3[C:10](=[CH:11][CH:12]=[CH:13][CH:14]=3)[C:9]([OH:16])=[C:8]([C:17]3[NH:22][C:21]4[CH:23]=[CH:24][C:25]([O:30][CH2:31][C:32]#[N:33])=[C:26]([N+:27]([O-])=O)[C:20]=4[S:19](=[O:35])(=[O:34])[N:18]=3)[C:7]2=[O:36])[CH2:3][CH2:2]1.[Cl-].[NH4+]>CO.O1CCCC1.O.[Fe]>[NH2:27][C:26]1[C:20]2[S:19](=[O:35])(=[O:34])[N:18]=[C:17]([C:8]3[C:7](=[O:36])[N:6]([NH:5][CH2:4][CH:1]4[CH2:3][CH2:2]4)[C:15]4[C:10]([C:9]=3[OH:16])=[CH:11][CH:12]=[CH:13][CH:14]=4)[NH:22][C:21]=2[CH:23]=[CH:24][C:25]=1[O:30][CH2:31][C:32]#[N:33] |f:1.2,3.4.5|. Reported procedure: A mixture of the product of Example 388A (13 mg, 0.025 mmol), iron powder (6.0 mg, 0.107 mmol), and ammonium chloride (1.5 mg, 0.028 mmol) in methanol:tetrahydrofuran:water (2:2:1, 2 mL) was heated at 60° C. for 1 hour. The solution filtered through Celite® and washed with tetrahydrofuran. The solution was evaporated under reduced pressure and the residue was triturated with ethyl acetate, filtered washed with water and dried to give title compound (5 mg, 41%). 1H NMR (300 MHz, DMSO-d6) δ 0.14 (...